This data is from the Open Reaction Database (ORD), a public repository of structured organic reaction records. The task is: describe an organic reaction: reactants, conditions, products, and yield Reactants: OCCCC1=NC2=C(N1C1=CC=CC=C1)C=CC=C2 (2-(3-hydroxypropyl)-1-phenyl-1H-benzimidazole), S(=O)(Cl)Cl (thionyl chloride). Run in C(Cl)(Cl)Cl (chloroform), C([O-])(O)=O.[Na+] (sodium bicarbonate). The product is ClCCCC1=NC2=C(N1C1=CC=CC=C1)C=CC=C2 (2-(3-chloropropyl)-1-phenyl-1H-benzimidazole). The yield is 81.0%. Reaction SMILES: O[CH2:2][CH2:3][CH2:4][C:5]1[N:9]([C:10]2[CH:15]=[CH:14][CH:13]=[CH:12][CH:11]=2)[C:8]2[CH:16]=[CH:17][CH:18]=[CH:19][C:7]=2[N:6]=1.S(Cl)([Cl:22])=O>C(Cl)(Cl)Cl.C(=O)(O)[O-].[Na+]>[Cl:22][CH2:2][CH2:3][CH2:4][C:5]1[N:9]([C:10]2[CH:15]=[CH:14][CH:13]=[CH:12][CH:11]=2)[C:8]2[CH:16]=[CH:17][CH:18]=[CH:19][C:7]=2[N:6]=1 |f:3.4|. Procedure: A solution of 2-(3-hydroxypropyl)-1-phenyl-1H-benzimidazole (1.15 g) and thionyl chloride (0.6 g) in chloroform (23 ml) was refluxed for 1.5 hours. After being cooled, the mixture was diluted with a saturated aqueous solution of sodium bicarbonate. The chloroform layer was washed with water and a saturated aqueous solution of sodium chloride in turn, and dried over magnesium sulfate. The solvent was evaporated under reduced pressure to afford 2-(3-chloropropyl)-1-phenyl-1H-benzimidazole (1.0 g).